Dataset: the Open Reaction Database (ORD), a public repository of structured organic reaction records. Task: describe an organic reaction: reactants, conditions, products, and yield Starting materials: ClC1=C2C=NNC2=CC(=C1)CO ((4-chloro-1H-indazol-6-yl)methanol), C1=CC=[NH+]C=C1.C1=CC=[NH+]C=C1.[O-][Cr](=O)(=O)O[Cr](=O)(=O)[O-] (PDC). Run in CC(=O)C (acetone). Conditions: time 8 hour. Yields the product ClC1=C2C=NNC2=CC(=C1)C=O (4-chloro-1H-indazole-6-carbaldehyde). As a reaction SMILES: [Cl:1][C:2]1[CH:10]=[C:9]([CH2:11][OH:12])[CH:8]=[C:7]2[C:3]=1[CH:4]=[N:5][NH:6]2.C1C=C[NH+]=CC=1.C1C=C[NH+]=CC=1.[O-][Cr](O[Cr]([O-])(=O)=O)(=O)=O>CC(C)=O>[Cl:1][C:2]1[CH:10]=[C:9]([CH:11]=[O:12])[CH:8]=[C:7]2[C:3]=1[CH:4]=[N:5][NH:6]2 |f:1.2.3|. Procedure: To a solution of (4-chloro-1H-indazol-6-yl)methanol (30 mg, 0.18 mmol) in acetone (5 mL) was added PDC (100 mg, 0.27 mmol). The mixture was stirred overnight at rt. The mixture was filtered through celite, the filter cake was washed with ethyl acetate. The solution was washed with water (2×10 mL), brine (10 mL), dried over MgSO4 and concentrated to a brown solid (30 mg, 100%). 1H NMR (400 MHz, CD3OD) δ 10.1 (s, 1H), 8.21 (s, 1H), 8.08 (s, 1H), 7.62 (s, 1H). The reactants are C(C)(C)[N-]C(C)C.[Li+] (lithium diisopropylamide), [OH-].[Na+] (sodium hydroxide), C(=O)=O (Carbon dioxide), ClC=1C(=NC=CC1)N1N=C(C=C1)C(F)(F)F (3-chloro-2-(3-trifluoromethyl-1H-pyrazol-1-yl)pyridine). Run in CCCCCC (hexane), O (water), CCCCCCC.O1CCCC1.C(C)C1=CC=CC=C1 (heptane tetrahydrofuran ethylbenzene), O1CCCC1 (tetrahydrofuran). Reaction conditions: temperature -78 celsius, time 15 minute. Product: ClC=1C(=NC=CC1)N1N=C(C=C1C(=O)O)C(F)(F)F (1-(3-chloro-2-pyridinyl)-3-trifluoromethyl-1H-pyrazole-5-carboxylic acid). As a reaction SMILES: [Cl:1][C:2]1[C:3]([N:8]2[CH:12]=[CH:11][C:10]([C:13]([F:16])([F:15])[F:14])=[N:9]2)=[N:4][CH:5]=[CH:6][CH:7]=1.C([N-]C(C)C)(C)C.[Li+].[C:25](=[O:27])=[O:26].[OH-].[Na+]>CCCCCCC.O1CCCC1.C(C1C=CC=CC=1)C.CCCCCC.O.O1CCCC1>[Cl:1][C:2]1[C:3]([N:8]2[C:12]([C:25]([OH:27])=[O:26])=[CH:11][C:10]([C:13]([F:16])([F:14])[F:15])=[N:9]2)=[N:4][CH:5]=[CH:6][CH:7]=1 |f:1.2,4.5,6.7.8|. Procedure: To a mixture of 15 g of 3-chloro-2-(3-trifluoromethyl-1H-pyrazol-1-yl)pyridine and 150 ml of tetrahydrofuran was added dropwise 39 ml of a 2.0 mol/L lithium diisopropylamide solution in heptane/tetrahydrofuran/ethylbenzene at −78° C., and then stirred at −78° C. for 15 minutes. Carbon dioxide was introduced into the mixture at such a rate that the inner temperature was retained at −60° C. or lower. After the mixture turned yellow, it was further stirred at −78° C. for 10 minutes. After the tempe...